Dataset: the Open Reaction Database (ORD), a public repository of structured organic reaction records. Task: describe an organic reaction: reactants, conditions, products, and yield Starting materials: [H-].[Na+] (sodium hydride), CC(CC)OC1=CC=C(C=C1)O (4-(1-methylpropoxy)phenol), ClCC#N (chloroacetonitrile), ice water, CCOCC (ether). The solvent is CN(C)C=O (DMF), CN(C)C=O (DMF), CN(C)C=O (DMF). Reaction conditions: time 1 hour. Product: CC(CC)OC1=CC=C(OCC#N)C=C1 (4-(1-methylpropoxy)phenoxyacetonitrile). As a reaction SMILES: [H-].[Na+].[CH3:3][CH:4]([O:7][C:8]1[CH:13]=[CH:12][C:11]([OH:14])=[CH:10][CH:9]=1)[CH2:5][CH3:6].Cl[CH2:16][C:17]#[N:18].CCOCC>CN(C=O)C>[CH3:3][CH:4]([O:7][C:8]1[CH:9]=[CH:10][C:11]([O:14][CH2:16][C:17]#[N:18])=[CH:12][CH:13]=1)[CH2:5][CH3:6] |f:0.1|. Procedure: To prewashed sodium hydride (1.01 g, 42.0 mmol) in 60 ml of DMF at 20° is added 4-(1-methylpropoxy)phenol (7.0 g, 42.0 mmol) in 5 ml of DMF over 30 min. After 1 hour at RT, chloroacetonitrile (3.80 g, 50.4 mmol) in 5 ml of DMF is added dropwise to the mixture at 5°-8° over 15 min. After addition, the reaction is warmed slowly to RT and stirred at RT for 18 hours. The mixture is then poured into ice water and ether and extracted with ether (3×) The combined organic phases are washed with 10% NaOH... The reactants are [C@@H]12N(C[C@@H](NC1)C2)C(=O)OC(C)(C)C (tert-butyl (1S,4S)-2,5-diazabicyclo[2.2.1]heptane-2-carboxylate), 1-(3-dimethyl-aminopropyl) -3-ethylcarbodiimide hydrochloride, ON1N=NC2=C1C=CC=C2 (1-hydroxybenzotriazole), ClC1=C(C(=O)O)C=CC=C1Cl (2,3-dichlorobenzoic acid). The solvent is C(Cl)(Cl)Cl (chloroform), C(Cl)(Cl)Cl (chloroform). Run at time 17 hour. The product is ClC1=C(C(=O)N2[C@@H]3CN([C@H](C2)C3)C(=O)OC(C)(C)C)C=CC=C1Cl (tert-butyl (1S,4S)-5-(2,3-dichlorobenzoyl)-2,5-diazabicyclo[2.2.1]heptane-2-carboxylate). Reaction SMILES: [C@H:1]12[CH2:7][C@H:4]([NH:5][CH2:6]1)[CH2:3][N:2]2[C:8]([O:10][C:11]([CH3:14])([CH3:13])[CH3:12])=[O:9].ON1C2C=CC=CC=2N=N1.[Cl:25][C:26]1[C:34]([Cl:35])=[CH:33][CH:32]=[CH:31][C:27]=1[C:28](O)=[O:29]>C(Cl)(Cl)Cl>[Cl:25][C:26]1[C:34]([Cl:35])=[CH:33][CH:32]=[CH:31][C:27]=1[C:28]([N:5]1[CH2:6][C@@H:1]2[CH2:7][C@H:4]1[CH2:3][N:2]2[C:8]([O:10][C:11]([CH3:14])([CH3:13])[CH3:12])=[O:9])=[O:29]. Procedure: To a mixture of 3.0 g of tert-butyl (1S,4S)-2,5-diazabicyclo[2.2.1]heptane-2-carboxylate, 3.2 g of 1-(3-dimethyl-aminopropyl) -3-ethylcarbodiimide hydrochloride, 2.6 g of 1-hydroxybenzotriazole, 2.9 g of 2,3-dichlorobenzoic acid and 60 ml of chloroform was stirred at room temperature for 17 hours and then diluted with chloroform. An insoluble matter was filtered off using Celite and the resulting mixture was washed with water with saturated brine. The resulting organic layer was dried over magne...